From a dataset of the Open Reaction Database (ORD), a public repository of structured organic reaction records. describe an organic reaction: reactants, conditions, products, and yield Starting materials: CCO, O=C1NC(Cc2ccc(C(F)(F)F)cc2)C(c2ccccc2F)O1, [Na+], [OH-]. Product: NC(Cc1ccc(C(F)(F)F)cc1)C(O)c1ccccc1F. Reaction SMILES: [CH3:27][CH2:28][OH:29].[F:1][c:2]1[c:3]([CH:8]2[CH:9]([CH2:14][c:15]3[cH:16][cH:17][c:18]([C:21]([F:22])([F:23])[F:24])[cH:19][cH:20]3)[NH:10][C:11](=[O:13])[O:12]2)[cH:4][cH:5][cH:6][cH:7]1.[Na+:26].[OH-:25]>>[F:1][c:2]1[c:3]([CH:8]([CH:9]([NH2:10])[CH2:14][c:15]2[cH:16][cH:17][c:18]([C:21]([F:22])([F:23])[F:24])[cH:19][cH:20]2)[OH:12])[cH:4][cH:5][cH:6][cH:7]1. Starting materials: C[N+](C)(C)Cc1ccccc1, CC1CCN(CCCCCc2ccc3c(c2)Cc2cc(CCCCCN4CCC(C)CC4)ccc2-3)CC1, [OH-], c1ccncc1. Yields the product CC1CCN(CCCCCc2ccc3c(c2)C(=O)c2cc(CCCCCN4CCC(C)CC4)ccc2-3)CC1. RXN SMILES: [CH2:39]([N+:40]([CH3:41])([CH3:42])[CH3:43])[c:44]1[cH:45][cH:46][cH:47][cH:48][cH:49]1.[CH3:1][CH:2]1[CH2:3][CH2:4][N:5]([CH2:8][CH2:9][CH2:10][CH2:11][CH2:12][c:13]2[cH:14][c:15]3[c:23]([cH:24][cH:25]2)-[c:22]2[c:17]([cH:18][c:19]([CH2:26][CH2:27][CH2:28][CH2:29][CH2:30][N:31]4[CH2:32][CH2:33][CH:34]([CH3:37])[CH2:35][CH2:36]4)[cH:20][cH:21]2)[CH2:16]3)[CH2:6][CH2:7]1.[OH-:38].[cH:50]1[cH:51][cH:52][n:53][cH:54][cH:55]1>>[CH3:1][CH:2]1[CH2:3][CH2:4][N:5]([CH2:8][CH2:9][CH2:10][CH2:11][CH2:12][c:13]2[cH:14][c:15]3[c:23]([cH:24][cH:25]2)-[c:22]2[c:17]([cH:18][c:19]([CH2:26][CH2:27][CH2:28][CH2:29][CH2:30][N:31]4[CH2:32][CH2:33][CH:34]([CH3:37])[CH2:35][CH2:36]4)[cH:20][cH:21]2)[C:16]3=[O:38])[CH2:6][CH2:7]1. Reactants: C(C)(C)(C)NS(=O)(=O)C1=CN=C(S1)C=1N=CN(C1)C1=NC(=CC(=N1)C1=CC(=C(C=C1)Cl)Cl)C (N-tert-butyl-2-{1-[4-(3,4-dichloro-phenyl)-6-methyl-pyrimidin-2-yl]-1H-imidazol-4-yl}-thiazole-5-sulfonamide), C(=O)(C(F)(F)F)O (TFA). Solvent: ClCCl (dichloromethane). Run at time 15 hour. Product: ClC=1C=C(C=CC1Cl)C1=NC(=NC(=C1)C)N1C=NC(=C1)C=1SC(=CN1)S(=O)(=O)N (2-{1-[4-(3,4-Dichloro-phenyl)-6-methyl-pyrimidin-2-yl]-1H-imidazol-4-yl}-thiazole-5-sulfonic acid amide). Yield: 13.6%. As a reaction SMILES: C([NH:5][S:6]([C:9]1[S:13][C:12]([C:14]2[N:15]=[CH:16][N:17]([C:19]3[N:24]=[C:23]([C:25]4[CH:30]=[CH:29][C:28]([Cl:31])=[C:27]([Cl:32])[CH:26]=4)[CH:22]=[C:21]([CH3:33])[N:20]=3)[CH:18]=2)=[N:11][CH:10]=1)(=[O:8])=[O:7])(C)(C)C.C(O)(C(F)(F)F)=O>ClCCl>[Cl:32][C:27]1[CH:26]=[C:25]([C:23]2[CH:22]=[C:21]([CH3:33])[N:20]=[C:19]([N:17]3[CH:18]=[C:14]([C:12]4[S:13][C:9]([S:6]([NH2:5])(=[O:7])=[O:8])=[CH:10][N:11]=4)[N:15]=[CH:16]3)[N:24]=2)[CH:30]=[CH:29][C:28]=1[Cl:31]. Procedure details: To a cooled and stirred solution of N-tert-butyl-2-{1-[4-(3,4-dichloro-phenyl)-6-methyl-pyrimidin-2-yl]-1H-imidazol-4-yl}-thiazole-5-sulfonamide (0.23 g) in dichloromethane (4 mL) was added TFA (4 mL) and the reaction mixture was allowed to stir at room temperature for 15 h. The mixture was evaporated to dryness and purified by flash-chromatography on silica gel (ethyl acetate/hexane) and crystallization (dichloromethane) to yielded the title compound as a light brown solid (0.028 g, 6%). MS (IS... Reactants: BrC1=C(C=CC=C1)CC(=O)O (2-bromophenylacetic acid), [N+](=O)([O-])C=1C=C(N)C=CC1Cl (3-nitro-4-chloroaniline). Product: [N+](=O)([O-])C=1C=C(C=CC1Cl)NC1=C(C=CC=C1)CC(=O)O (2-[(3-nitro-4-chlorophenyl)amino]phenylacetic acid). RXN SMILES: Br[C:2]1[CH:7]=[CH:6][CH:5]=[CH:4][C:3]=1[CH2:8][C:9]([OH:11])=[O:10].[N+:12]([C:15]1[CH:16]=[C:17]([CH:19]=[CH:20][C:21]=1[Cl:22])[NH2:18])([O-:14])=[O:13]>>[N+:12]([C:15]1[CH:16]=[C:17]([NH:18][C:2]2[CH:7]=[CH:6][CH:5]=[CH:4][C:3]=2[CH2:8][C:9]([OH:11])=[O:10])[CH:19]=[CH:20][C:21]=1[Cl:22])([O-:14])=[O:13]. Procedure details: In the manner described in example 3, 2-bromophenylacetic acid is condensed with 3-nitro-4-chloroaniline to yield 2-[(3-nitro-4-chlorophenyl)amino]phenylacetic acid.